Dataset: the Open Reaction Database (ORD), a public repository of structured organic reaction records. Task: describe an organic reaction: reactants, conditions, products, and yield Starting materials: O=O (Oxygen), S(=O)(=O)(C1=CC=C(C)C=C1)N1CC(C1)(CO)CO (N-tosyl-3,3-bishydroxymethyl azetidine), C([O-])(O)=O.[Na+] (sodium bicarbonate), C([O-])(O)=O.[Na+] (Sodium bicarbonate). The reagents and catalysts are [Pt] (Pt/C). Run in O (water). Reaction conditions: time 5 hour. The product is S(=O)(=O)(C1=CC=C(C)C=C1)N1CC(C1)(C(=O)O)CO (N-Tosyl-3-hydroxymethyl azetidine-3-carboxylic acid). RXN SMILES: O=O.[S:3]([N:13]1[CH2:16][C:15]([CH2:19][OH:20])([CH2:17][OH:18])[CH2:14]1)([C:6]1[CH:12]=[CH:11][C:9]([CH3:10])=[CH:8][CH:7]=1)(=[O:5])=[O:4].C(=O)(O)[O-:22].[Na+]>O.[Pt]>[S:3]([N:13]1[CH2:14][C:15]([CH2:19][OH:20])([C:17]([OH:22])=[O:18])[CH2:16]1)([C:6]1[CH:7]=[CH:8][C:9]([CH3:10])=[CH:11][CH:12]=1)(=[O:4])=[O:5] |f:2.3|. Procedure: Oxygen was bubbled rapidly through a stirred mixture of N-tosyl-3,3-bishydroxymethyl azetidine (0.5 g, 0.0018 mol), sodium bicarbonate (0.155 g, 0.0018 mol) and 5% Pt/C (0.3 g) in distilled water (10 ml) at 60° C. for 15 h. Sodium bicarbonate (0.155 g, 0.0018 mol) was added to maintain pH7-8 and the reaction continued a further 5 h. After cooling, the catalyst was filtered off, washed with water and the filtrate acidified with 4N HCl. Extraction with ether (x3), drying and evaporating left a whi... Starting materials: CS(=O)(=O)Cl (methanesulfonyl chloride), C(=O)=O (dry ice), S1C=NC2=C1C=C(C=C2)CO (1,3-benzothiazol-6-ylmethanol), C(C)(C)N(C(C)C)CC (N,N-diisopropylethylamine). The solvent is C(Cl)Cl (DCM), C(CO)O.O (ethylene glycol water), C(Cl)Cl (methylene chloride). Product: CS(=O)(=O)OCC1=CC2=C(N=CS2)C=C1 (1,3-Benzothiazol-6-ylmethyl methanesulfonate). RXN SMILES: [S:1]1[C:5]2[CH:6]=[C:7]([CH2:10][OH:11])[CH:8]=[CH:9][C:4]=2[N:3]=[CH:2]1.C(N(CC)C(C)C)(C)C.C(=O)=O.[CH3:24][S:25](Cl)(=[O:27])=[O:26]>C(Cl)Cl.C(O)CO.O>[CH3:24][S:25]([O:11][CH2:10][C:7]1[CH:8]=[CH:9][C:4]2[N:3]=[CH:2][S:1][C:5]=2[CH:6]=1)(=[O:27])=[O:26] |f:5.6|. Procedure: 1,3-benzothiazol-6-ylmethanol (1.56 g, 0.00944 mol) and N,N-diisopropylethylamine (2.47 mL, 0.0142 mol) were stirred in methylene chloride (16 mL). The reaction mixture was cooled in an ethylene glycol/water (4/1)/dry ice bath. To the solution was added dropwise a solution of methanesulfonyl chloride (1.10 mL, 0.0142 mol) in DCM (2 mL). After 30 min the reaction mixture was quenched by adding water, and extracted with ethyl acetate. The combined organic layers were washed with brine, dried over ... Starting materials: C(CCC)C1=NC2=CC=C(C=C2C(N1CC1=CC=C(C=C1)C1=C(C=CC=C1)C1=NN=NN1C(C1=CC=CC=C1)(C1=CC=CC=C1)C1=CC=CC=C1)=O)C=C (2-Butyl-6-ethenyl-3-[[2'-[1-(triphenylmethyl)-1H-tetrazol-5-yl][1,1'-biphenyl]-4-yl]methyl]-4(3H)-quinazolinone), [N+]=1(CCCC1)[O-] (3,4-Dihydro-2H-pyrrole 1-oxide). Solvent: C1(=CC=CC=C1)C (toluene). The product is C(CCC)C1=NC2=CC=C(C=C2C(N1CC1=CC=C(C=C1)C1=C(C=CC=C1)C1=NN=NN1C(C1=CC=CC=C1)(C1=CC=CC=C1)C1=CC=CC=C1)=O)[C@@H]1C[C@@H]2N(O1)CCC2 (CIS-(+/-)-2-Butyl-6-(hexahydropyrrolo[1,2-b]isoxazol-2-yl)-3-[[2'-[1-(triphenylmethyl)-1H-tetrazol-5-yl][1,1'-biphenyl]-4 -yl]methyl]-4(3H)-quinazolinone). The yield is 62.6%. RXN SMILES: [CH2:1]([C:5]1[N:14]([CH2:15][C:16]2[CH:21]=[CH:20][C:19]([C:22]3[CH:27]=[CH:26][CH:25]=[CH:24][C:23]=3[C:28]3[N:32]([C:33]([C:46]4[CH:51]=[CH:50][CH:49]=[CH:48][CH:47]=4)([C:40]4[CH:45]=[CH:44][CH:43]=[CH:42][CH:41]=4)[C:34]4[CH:39]=[CH:38][CH:37]=[CH:36][CH:35]=4)[N:31]=[N:30][N:29]=3)=[CH:18][CH:17]=2)[C:13](=[O:52])[C:12]2[C:7](=[CH:8][CH:9]=[C:10]([CH:53]=[CH2:54])[CH:11]=2)[N:6]=1)[CH2:2][CH2:3][CH3:4].[N+:55]1([O-:60])[CH2:56][CH2:57][CH2:58][CH:59]=1>C1(C)C=CC=CC=1>[CH2:1]([C:5]1[N:14]([CH2:15][C:16]2[CH:17]=[CH:18][C:19]([C:22]3[CH:27]=[CH:26][CH:25]=[CH:24][C:23]=3[C:28]3[N:32]([C:33]([C:40]4[CH:45]=[CH:44][CH:43]=[CH:42][CH:41]=4)([C:46]4[CH:47]=[CH:48][CH:49]=[CH:50][CH:51]=4)[C:34]4[CH:35]=[CH:36][CH:37]=[CH:38][CH:39]=4)[N:31]=[N:30][N:29]=3)=[CH:20][CH:21]=2)[C:13](=[O:52])[C:12]2[C:7](=[CH:8][CH:9]=[C:10]([C@H:53]3[O:60][N:55]4[CH2:56][CH2:57][CH2:58][C@@H:59]4[CH2:54]3)[CH:11]=2)[N:6]=1)[CH2:2][CH2:3][CH3:4]. Reported procedure: To a solution of 1.291 g of 2-Butyl-6-ethenyl-3-[[2'-[1-(triphenylmethyl)-1H-tetrazol-5-yl][1,1'-biphenyl]-4-yl]methyl]-4(3H)-quinazolinone in 100 ml of toluene is added 1.5 g of 3,4-Dihydro-2H-pyrrole 1-oxide and the reaction mixture heated at reflux for 6 hours. The reaction mixture is cooled and concentrated in vacuo to a residue which is purified by chromatography on silica gel by elution with 8:1 ethyl acetate-hexanes to give 0.906 g of the desired product as a white foam. FAB mass spec 812... Starting materials: C(C)(=O)OCCC1=CC=C(C=C1)C(CCCCCCC)=O (4-Octanoylphenethyl acetate), FC(C(=O)O)(F)F (trifluoroacetic acid), C(C)[SiH](CC)CC (Triethylsilane). The product is C(C)(=O)OCCC1=CC=C(C=C1)CCCCCCCC (4-Octylphenethyl Acetate). As a reaction SMILES: [C:1]([O:4][CH2:5][CH2:6][C:7]1[CH:12]=[CH:11][C:10]([C:13](=O)[CH2:14][CH2:15][CH2:16][CH2:17][CH2:18][CH2:19][CH3:20])=[CH:9][CH:8]=1)(=[O:3])[CH3:2].FC(F)(F)C(O)=O.C([SiH](CC)CC)C>>[C:1]([O:4][CH2:5][CH2:6][C:7]1[CH:8]=[CH:9][C:10]([CH2:13][CH2:14][CH2:15][CH2:16][CH2:17][CH2:18][CH2:19][CH3:20])=[CH:11][CH:12]=1)(=[O:3])[CH3:2]. Procedure: 4-Octanoylphenethyl acetate (17.6 g) and trifluoroacetic acid (31 mL) are charged into a 250 mL single neck round bottom flask equipped with a guard tube and stirred for a few minutes. Triethylsilane (25.7 mL) is added and the mixture is stirred overnight at room temperature. The mixture is poured onto crushed ice and then extracted with ethyl acetate (3×100 mL). The organic layer is washed with sodium bicarbonate (200 mL), then with brine solution, dried with sodium sulphate, and concentrated u...